This data is from the Open Reaction Database (ORD), a public repository of structured organic reaction records. The task is: describe an organic reaction: reactants, conditions, products, and yield Reactants: FC1=C(C=CC(=C1)SC)C1=NC=C(C=C1)OCC1CCN(CC1)C1=NC(=NO1)C(C)C (2-[2-fluoro-4-(methylthio)phenyl]-5-[({1-[3-(1-methylethyl)-1,2,4-oxadiazol-5-yl]-4-piperidinyl}methyl)oxy]pyridine), OO (H2O2). Run in FC(C(C(F)(F)F)O)(F)F (1,1,1,3,3,3-hexafluoro-2-propanol). The product is FC1=C(C=CC(=C1)S(=O)C)C1=NC=C(C=C1)OCC1CCN(CC1)C1=NC(=NO1)C(C)C ((±)-2-[2-Fluoro-4-(methylsulfinyl)phenyl]-5-[({1-[3-(1-methylethyl)-1,2,4-oxadiazol-5-yl]-4-piperidinyl}methyl)oxy]pyridine). Yield: 76.2%. Reaction SMILES: [F:1][C:2]1[CH:7]=[C:6]([S:8][CH3:9])[CH:5]=[CH:4][C:3]=1[C:10]1[CH:15]=[CH:14][C:13]([O:16][CH2:17][CH:18]2[CH2:23][CH2:22][N:21]([C:24]3[O:28][N:27]=[C:26]([CH:29]([CH3:31])[CH3:30])[N:25]=3)[CH2:20][CH2:19]2)=[CH:12][N:11]=1.[OH:32]O>FC(F)(F)C(O)C(F)(F)F>[F:1][C:2]1[CH:7]=[C:6]([S:8]([CH3:9])=[O:32])[CH:5]=[CH:4][C:3]=1[C:10]1[CH:15]=[CH:14][C:13]([O:16][CH2:17][CH:18]2[CH2:23][CH2:22][N:21]([C:24]3[O:28][N:27]=[C:26]([CH:29]([CH3:31])[CH3:30])[N:25]=3)[CH2:20][CH2:19]2)=[CH:12][N:11]=1. Procedure details: The title compound (109 g, 76%) was prepared as a white solid from 2-[2-fluoro-4-(methylthio)phenyl]-5-[({1-[3-(1-methylethyl)-1,2,4-oxadiazol-5-yl]-4-piperidinyl}methyl)oxy]pyridine (prepared as in Step 2, 138 g, 312 mmol), 30% H2O2 (aq) (41 mL, 410 mmol) and 1,1,1,3,3,3-hexafluoro-2-propanol (400 mL) in a manner similar to Example 171, Step 3. 1H NMR (400 MHz, CDCl3): δ 8.39 (d, 1H, J=2.8 Hz), 8.13 (t, 1H, J=7.8 Hz), 7.77 (dd, 1H, Ja=8.7 Hz, Jb=1.9 Hz), 7.50 (dd, 1H, Ja=10.4 Hz, Jb=1.6 Hz), 7....